Dataset: the Open Reaction Database (ORD), a public repository of structured organic reaction records. Task: describe an organic reaction: reactants, conditions, products, and yield Starting materials: BrC1=CC=2C3=C(C=NC2C=C1)N(C(N3C=3C(=NN(C3)C)C)=O)C (8-bromo-1-(1,3-dimethyl-1H-pyrazol-4-yl)-3-methyl-1,3-dihydro-imidazo[4,5-c]quinolin-2-one), BrC1=CC=2C3=C(C=NC2C=C1)N(C(N3C=3C(=NN(C3)C)C)=O)C (8-bromo-1-(1,3-dimethyl-1H-pyrazol-4-yl)-3-methyl-1,3-dihydro-imidazo[4,5-c]quinolin-2-one), FCC(OC=1C=NC=C(C1)B1OC(C(O1)(C)C)(C)C)CF (3-(2-fluoro-1-fluoromethyl-ethoxy)-5-(4,4,5,5-tetramethyl-[1,3,2]dioxaborolan-2-yl)-pyridine). The product is CN1N=C(C(=C1)N1C(N(C=2C=NC=3C=CC(=CC3C21)C=2C=NC=C(C2)OC(CF)CF)C)=O)C (1-(1,3-Dimethyl-1H-pyrazol-4-yl)-8-[5-(2-fluoro-1-fluoromethyl-ethoxy)-pyridin-3-yl]-3-methyl-1,3-dihydro-imidazo[4,5-c]quinolin-2-one). As a reaction SMILES: Br[C:2]1[CH:11]=[CH:10][C:9]2[N:8]=[CH:7][C:6]3[N:12]([CH3:23])[C:13](=[O:22])[N:14]([C:15]4[C:16]([CH3:21])=[N:17][N:18]([CH3:20])[CH:19]=4)[C:5]=3[C:4]=2[CH:3]=1.[F:24][CH2:25][CH:26]([CH2:43][F:44])[O:27][C:28]1[CH:29]=[N:30][CH:31]=[C:32](B2OC(C)(C)C(C)(C)O2)[CH:33]=1>>[CH3:20][N:18]1[CH:19]=[C:15]([N:14]2[C:5]3[C:4]4[CH:3]=[C:2]([C:32]5[CH:31]=[N:30][CH:29]=[C:28]([O:27][CH:26]([CH2:25][F:24])[CH2:43][F:44])[CH:33]=5)[CH:11]=[CH:10][C:9]=4[N:8]=[CH:7][C:6]=3[N:12]([CH3:23])[C:13]2=[O:22])[C:16]([CH3:21])=[N:17]1. Reported procedure: The title compound was synthesized in a similar manner as described for Example 1.1 using 8-bromo-1-(1,3-dimethyl-1H-pyrazol-4-yl)-3-methyl-1,3-dihydro-imidazo[4,5-c]quinolin-2-one (Intermediate A) and 3-(2-fluoro-1-fluoromethyl-ethoxy)-5-(4,4,5,5-tetramethyl-[1,3,2]dioxaborolan-2-yl)-pyridine (Stage 182.1.1) to give the title compound as a white solid. (HPLC: tR 2.31 min (Method A); M+H=465 MS-ES; 1H-NMR (d6-DMSO, 400 MHz) 8.99 (s, 1H), 8.40-8.37 (m, 1H), 8.36-8.33 (m, 1H), 8.16-8.10 (m, 2H), 8... The reactants are CC(=O)O, [Cl-], CCc1ccc(N)c(Cl)c1, Cl, O=N[O-], N, [Na+], O=S(=O)(O)O. Yields the product CCc1ccc(NN)c(Cl)c1. RXN SMILES: [CH3:17][C:18](=[O:19])[OH:20].[Cl-:15].[Cl:1][c:2]1[c:3]([NH2:4])[cH:5][cH:6][c:7]([CH2:9][CH3:10])[cH:8]1.[ClH:26].[N:11]([O-:12])=[O:13].[NH3:16].[Na+:14].[S:21](=[O:22])(=[O:23])([OH:24])[OH:25]>>[Cl:1][c:2]1[c:3]([NH:4][NH2:11])[cH:5][cH:6][c:7]([CH2:9][CH3:10])[cH:8]1. The reactants are [K+].C(C)(C)(C)OC(=O)N1CCN(CC1)C(=O)C1=CC=C(C=C1)C(OC(C(=O)[O-])CC(C)C)C1=CC=CC=C1 (2-[(4-{[4-(tert-butoxycarbonyl)piperazin-1-yl]carbonyl}phenyl)(phenyl)methoxy]-4-methylpentanoic acid potassium salt), Cl.NCC#N (amino acetonitrile HCl salt). Yields the product C(#N)CNC(=O)C(CC(C)C)OC(C1=CC=C(C(=O)N2CCN(CC2)C(=O)OC(C)(C)C)C=C1)C1=CC=CC=C1 (tert-butyl 4-{4-[(1-{[(cyanomethyl)amino]carbonyl}-3-methylbutoxy)(phenyl)methyl]benzoyl}piperazine-1-carboxylate). RXN SMILES: [K+].[C:2]([O:6][C:7]([N:9]1[CH2:14][CH2:13][N:12]([C:15]([C:17]2[CH:22]=[CH:21][C:20]([CH:23]([C:33]3[CH:38]=[CH:37][CH:36]=[CH:35][CH:34]=3)[O:24][CH:25]([CH2:29][CH:30]([CH3:32])[CH3:31])[C:26]([O-])=[O:27])=[CH:19][CH:18]=2)=[O:16])[CH2:11][CH2:10]1)=[O:8])([CH3:5])([CH3:4])[CH3:3].Cl.[NH2:40][CH2:41][C:42]#[N:43]>>[C:42]([CH2:41][NH:40][C:26]([CH:25]([O:24][CH:23]([C:33]1[CH:38]=[CH:37][CH:36]=[CH:35][CH:34]=1)[C:20]1[CH:19]=[CH:18][C:17]([C:15]([N:12]2[CH2:11][CH2:10][N:9]([C:7]([O:6][C:2]([CH3:3])([CH3:4])[CH3:5])=[O:8])[CH2:14][CH2:13]2)=[O:16])=[CH:22][CH:21]=1)[CH2:29][CH:30]([CH3:32])[CH3:31])=[O:27])#[N:43] |f:0.1,2.3|. Procedure: Using the same procedure as described in step 3, 2-[(4-{[4-(tert-butoxycarbonyl)piperazin-1-yl]carbonyl}phenyl)(phenyl)methoxy]-4-methylpentanoic acid potassium salt from step 4 (0.55 g, 1.1 mmol) was coupled with amino acetonitrile HCl salt. The crude product was chromatographed on silica gel using 5% methanol in dichloromethane to afford the title compound as a white solid. The reactants are CCCCNc1ccc(C(=O)O)cc1[N+](=O)[O-], CO, [H][H]. The product is CCCCNc1ccc(C(=O)O)cc1N. RXN SMILES: [CH2:1]([CH2:2][CH2:3][CH3:4])[NH:5][c:6]1[c:7]([N+:15]([O-:16])=[O:17])[cH:8][c:9]([C:10](=[O:11])[OH:12])[cH:13][cH:14]1.[CH3:20][OH:21].[H:18][H:19]>>[CH2:1]([CH2:2][CH2:3][CH3:4])[NH:5][c:6]1[c:7]([NH2:15])[cH:8][c:9]([C:10](=[O:11])[OH:12])[cH:13][cH:14]1. Reactants: O=C(O)Cc1ccc(CBr)cc1, O=C([O-])[O-], CCOC(C)=O, ClCCl, Cl, [Cs+], [Cs+], OCc1cnc2c(C(F)(F)F)cccc2c1-c1cccc(O)c1. The product is O=C(O)Cc1ccc(COc2cccc(-c3c(CO)cnc4c(C(F)(F)F)cccc34)c2)cc1. Reaction SMILES: [Br:1][CH2:2][c:3]1[cH:4][cH:5][c:6]([CH2:9][C:10](=[O:11])[OH:12])[cH:7][cH:8]1.[C:13](=[O:14])([O-:15])[O-:16].[CH3:43][CH2:44][O:45][C:46](=[O:47])[CH3:48].[Cl:49][CH2:50][Cl:51].[ClH:42].[Cs+:17].[Cs+:18].[OH:19][CH2:20][c:21]1[cH:22][n:23][c:24]2[c:25]([C:38]([F:39])([F:40])[F:41])[cH:26][cH:27][cH:28][c:29]2[c:30]1-[c:31]1[cH:32][c:33]([OH:37])[cH:34][cH:35][cH:36]1>>[CH2:2]([c:3]1[cH:4][cH:5][c:6]([CH2:9][C:10](=[O:11])[OH:12])[cH:7][cH:8]1)[O:37][c:33]1[cH:32][c:31](-[c:30]2[c:21]([CH2:20][OH:19])[cH:22][n:23][c:24]3[c:25]([C:38]([F:39])([F:40])[F:41])[cH:26][cH:27][cH:28][c:29]32)[cH:36][cH:35][cH:34]1. As a reaction SMILES: [NH2:1][c:2]1[n:3][c:4]2[cH:5][c:6]([Br:29])[cH:7][cH:8][c:9]2[c:10]2[c:11]1[n:12][c:13]([CH2:25][O:26][CH2:27][CH3:28])[n:14]2[CH2:15][CH2:16][CH2:17][CH2:18][CH2:19][S:20](=[O:21])(=[O:22])[NH:23][CH3:24].[n:30]1[cH:31][c:32]([B:36]([OH:37])[OH:38])[cH:33][cH:34][cH:35]1>>[NH2:1][c:2]1[n:3][c:4]2[cH:5][c:6](-[c:32]3[cH:31][n:30][cH:35][cH:34][cH:33]3)[cH:7][cH:8][c:9]2[c:10]2[c:11]1[n:12][c:13]([CH2:25][O:26][CH2:27][CH3:28])[n:14]2[CH2:15][CH2:16][CH2:17][CH2:18][CH2:19][S:20](=[O:21])(=[O:22])[NH:23][CH3:24]. Starting materials: CCOCc1nc2c(N)nc3cc(Br)ccc3c2n1CCCCCS(=O)(=O)NC, OB(O)c1cccnc1. Yields the product CCOCc1nc2c(N)nc3cc(-c4cccnc4)ccc3c2n1CCCCCS(=O)(=O)NC.